Dataset: the Open Reaction Database (ORD), a public repository of structured organic reaction records. Task: describe an organic reaction: reactants, conditions, products, and yield Reactants: [Cl-].[Na+] (sodium chloride), P(=O)([O-])([O-])[O-].[Na+].[Na+].[Na+] (trisodium phosphate), C([O-])([O-])=O.[Ca+2] (calcium carbonate). The solvent is [Cl-].[Na+].O (brine), S(=O)(=O)([O-])[O-].[Ca+2] (calcium sulfate), [Cl-].[Na+].O (brine), O (water), O (water), C([O-])([O-])=O.[Na+].[Na+] (sodium carbonate). The product is P(=O)([O-])([O-])[O-].[Ca+2].P(=O)([O-])([O-])[O-].[Ca+2].[Ca+2] (calcium phosphate). Reaction SMILES: [Cl-].[Na+].C(=O)([O-])[O-].[Ca+2:7].[P:8]([O-:12])([O-:11])([O-:10])=[O:9].[Na+].[Na+].[Na+]>[Cl-].[Na+].O.S([O-])([O-])(=O)=O.[Ca+2].O.C(=O)([O-])[O-].[Na+].[Na+]>[P:8]([O-:12])([O-:11])([O-:10])=[O:9].[Ca+2:7].[P:8]([O-:12])([O-:11])([O-:10])=[O:9].[Ca+2:7].[Ca+2:7] |f:0.1,2.3,4.5.6.7,8.9.10,11.12,14.15.16,17.18.19.20.21|. Procedure: U.S. Pat. No. 2,433,601 discloses the preparation of a brine low in calcium sulfate content from crude brine by dissolving the crude sodium chloride in water containing small amounts of sodium carbonate or trisodium phosphate. In this process, it is important that the pH of the water be at least about 7 so that an insoluble precipitate of calcium carbonate or calcium phosphate is formed which can be removed. The reactants are Cl.CN(CCCN=C=NCC)C (1-(3-dimethylaminopropyl)-3-ethylcarbodiimide hydrochloride), N([C@@H](CC(OCC1=CC=CC=C1)=O)C(=O)O)C(=O)OC(C)(C)C (Boc-L-Asp(OBn)-OH), ON1N=NC2=C1C=CC=C2 (1-hydroxybenzotriazole), N1[C@H](C(=O)N[C@@H]([C@H](OCC2=CC=CC=C2)C)C(=O)O)CCC1.Cl.C(CC)[NH-] (Pro-Thr(OBn) n-propylamide Hydrochloride), C(C)(C)N(CC)C(C)C (diisopropylethylamine). Run in O1CCOCC1 (dioxane), Cl (hydrogen chloride), C(Cl)Cl (methylene chloride). Conditions: temperature 0 celsius, time 5 hour. Product: N[C@@H](CC(OCC1=CC=CC=C1)=O)C(=O)N1[C@H](C(=O)N[C@@H]([C@H](OCC2=CC=CC=C2)C)C(=O)O)CCC1.Cl.C(CC)[NH-] (Asp(OBn)-Pro-Thr(OBn) n-propylamide Hydrochloride). As a reaction SMILES: [NH:1](C(OC(C)(C)C)=O)[C@H:2]([C:14]([OH:16])=O)[CH2:3][C:4](=[O:13])[O:5][CH2:6][C:7]1[CH:12]=[CH:11][CH:10]=[CH:9][CH:8]=1.O[N:25]1[C:29]2C=CC=[CH:33][C:28]=2N=N1.[NH:34]1[CH2:55][CH2:54][CH2:53][C@H:35]1[C:36]([NH:38][C@H:39]([C:50]([OH:52])=[O:51])[C@@H:40]([CH3:49])[O:41][CH2:42][C:43]1[CH:48]=[CH:47][CH:46]=[CH:45][CH:44]=1)=[O:37].[ClH:56].C([NH-])CC.C(N(C(C)C)CC)(C)C.Cl.CN(C)CCCN=C=NCC>C(Cl)Cl.Cl.O1CCOCC1>[NH2:1][C@H:2]([C:14]([N:34]1[CH2:55][CH2:54][CH2:53][C@H:35]1[C:36]([NH:38][C@H:39]([C:50]([OH:52])=[O:51])[C@@H:40]([CH3:49])[O:41][CH2:42][C:43]1[CH:44]=[CH:45][CH:46]=[CH:47][CH:48]=1)=[O:37])=[O:16])[CH2:3][C:4](=[O:13])[O:5][CH2:6][C:7]1[CH:8]=[CH:9][CH:10]=[CH:11][CH:12]=1.[ClH:56].[CH2:29]([NH-:25])[CH2:28][CH3:33] |f:2.3.4,6.7,11.12.13|. Procedure: Commercially available Boc-L-Asp(OBn)-OH (1 g) was mixed with 1-hydroxybenzotriazole (500 mg), the title compound from Step 1 (1 g) and diisopropylethylamine (736 mg) in methylene chloride (20 mL), and the solution was cooled to 0° C. To this was added 1-(3-dimethylaminopropyl)-3-ethylcarbodiimide hydrochloride (710 mg) in one portion. After allowing the reaction mixture to stir at 0° C. for 5 hours, the organic solution was washed sequentially with water, 1 N hydrochloric acid, 5% sodium bicarb...